This data is from the Open Reaction Database (ORD), a public repository of structured organic reaction records. The task is: describe an organic reaction: reactants, conditions, products, and yield Starting materials: ClC=1C=CC2=C(C(OC(O2)C(=O)NN)(C2CCCCC2)C2CCCCC2)C1 (6-chloro-4,4-dicyclohexyl-4H-benzo[1,3]dioxine-2-carboxylic acid hydrazide), solution, C(=O)(Cl)Cl (phosgene). The solvent is C1(=CC=CC=C1)C (toluene), C1(=CC=CC=C1)C (toluene), CCOC(=O)C (EtOAc). Yields the product ClC=1C=CC2=C(C(OC(O2)C2=NNC(O2)=O)(C2CCCCC2)C2CCCCC2)C1 (5-(6-Chloro-4,4-dicyclohexyl-4H-benzo[1,3]dioxin-2-yl)-3H-[1,3,4]oxadiazol-2-one). Reaction SMILES: [Cl:1][C:2]1[CH:3]=[CH:4][C:5]2[O:10][CH:9]([C:11]([NH:13][NH2:14])=[O:12])[O:8][C:7]([CH:21]3[CH2:26][CH2:25][CH2:24][CH2:23][CH2:22]3)([CH:15]3[CH2:20][CH2:19][CH2:18][CH2:17][CH2:16]3)[C:6]=2[CH:27]=1.[C:28](Cl)(Cl)=[O:29]>C1(C)C=CC=CC=1.CCOC(C)=O>[Cl:1][C:2]1[CH:3]=[CH:4][C:5]2[O:10][CH:9]([C:11]3[O:12][C:28](=[O:29])[NH:14][N:13]=3)[O:8][C:7]([CH:21]3[CH2:22][CH2:23][CH2:24][CH2:25][CH2:26]3)([CH:15]3[CH2:20][CH2:19][CH2:18][CH2:17][CH2:16]3)[C:6]=2[CH:27]=1. Procedure: To a solution of 300 mg 6-chloro-4,4-dicyclohexyl-4H-benzo[1,3]dioxine-2-carboxylic acid hydrazide in 4.3 ml toluene was added 4 ml of a 1.9M solution of phosgene in toluene. The reaction mixture was heated to reflux for 4 h. After cooling to room temperature, the reaction mixture was diluted with EtOAc, washed with water and brine and dried with MgSO4. Then the solvent was removed in vacuo and the crude product purified by preparative HPLC (C18 reverse phase column, elution with water/MeCN grad...